describe an organic reaction: reactants, conditions, products, and yield From a dataset of the Open Reaction Database (ORD), a public repository of structured organic reaction records. Starting materials: O=C([O-])[O-], CC(C)=O, CN(C)C1CCCNc2ccccc21, O=C(Cc1ccccc1Cl)Nc1ccc(C(=O)Cl)cc1, [K+], [K+], O. Yields the product CN(C)C1CCCN(C(=O)c2ccc(NC(=O)Cc3ccccc3Cl)cc2)c2ccccc21. RXN SMILES: [C:1](=[O:2])([O-:3])[O-:4].[CH3:41][C:42](=[O:43])[CH3:44].[CH3:7][N:8]([CH:9]1[CH2:10][CH2:11][CH2:12][NH:13][c:14]2[c:15]1[cH:16][cH:17][cH:18][cH:19]2)[CH3:20].[Cl:21][c:22]1[c:23]([CH2:28][C:29](=[O:30])[NH:31][c:32]2[cH:33][cH:34][c:35]([C:36](=[O:37])[Cl:38])[cH:39][cH:40]2)[cH:24][cH:25][cH:26][cH:27]1.[K+:5].[K+:6].[OH2:45]>>[CH3:7][N:8]([CH:9]1[CH2:10][CH2:11][CH2:12][N:13]([C:36]([c:35]2[cH:34][cH:33][c:32]([NH:31][C:29]([CH2:28][c:23]3[c:22]([Cl:21])[cH:27][cH:26][cH:25][cH:24]3)=[O:30])[cH:40][cH:39]2)=[O:37])[c:14]2[c:15]1[cH:16][cH:17][cH:18][cH:19]2)[CH3:20]. The reactants are C(C)(=S)[O-].[K+] (Potassium thioacetate), ClC(C(=O)OCC)C1=CC(=C(C=C1)C)C (ethyl 2-chloro-2-(3,4-dimethylphenyl)acetate), O (water). Solvent: CN(C)C=O (DMF). Conditions: time 2 hour. Product: C(C)(=O)SC(C(=O)OCC)C1=CC(=C(C=C1)C)C (ethyl 2-acetylthio-2-(3,4-dimethylphenyl)acetate). Yield: 93.6%. As a reaction SMILES: [C:1]([O-:4])(=[S:3])[CH3:2].[K+].Cl[CH:7]([C:13]1[CH:18]=[CH:17][C:16]([CH3:19])=[C:15]([CH3:20])[CH:14]=1)[C:8]([O:10][CH2:11][CH3:12])=[O:9].O>CN(C=O)C>[C:1]([S:3][CH:7]([C:13]1[CH:18]=[CH:17][C:16]([CH3:19])=[C:15]([CH3:20])[CH:14]=1)[C:8]([O:10][CH2:11][CH3:12])=[O:9])(=[O:4])[CH3:2] |f:0.1|. Reported procedure: Potassium thioacetate (CH3COSK, 8.31 g) was added in small portions to a solution of ethyl 2-chloro-2-(3,4-dimethylphenyl)acetate (15 g) in DMF (80 ml). The mixture was stirred at room temperature for 2 hours, at the end of which time it was poured into water and extracted with ethyl acetate. The ethyl acetate layer was washed with water, dried (MgSO4) and the solvent was distilled off to give ethyl 2-acetylthio-2-(3,4-dimethylphenyl)acetate (16.5 g, 94%) as an oil. Reaction SMILES: CO[C:3]([C:5]1[N:6]=[C:7]([C:23]#[N:24])[C:8]2[C:13]([C:14]=1[OH:15])=[CH:12][CH:11]=[C:10]([O:16][C:17]1[CH:22]=[CH:21][CH:20]=[CH:19][CH:18]=1)[CH:9]=2)=[O:4].Cl.Cl.[CH2:27]([O:29][C:30](=[O:40])[CH2:31][C@@H:32]([NH2:39])[C:33]1[CH:34]=[N:35][CH:36]=[CH:37][CH:38]=1)C.C[O-].[Na+].CO>>[CH3:27][O:29][C:30](=[O:40])[CH2:31][C@@H:32]([NH:39][C:3]([C:5]1[N:6]=[C:7]([C:23]#[N:24])[C:8]2[C:13]([C:14]=1[OH:15])=[CH:12][CH:11]=[C:10]([O:16][C:17]1[CH:18]=[CH:19][CH:20]=[CH:21][CH:22]=1)[CH:9]=2)=[O:4])[C:33]1[CH:34]=[N:35][CH:36]=[CH:37][CH:38]=1 |f:1.2.3,4.5|. Reactants: COC(=O)C=1N=C(C2=CC(=CC=C2C1O)OC1=CC=CC=C1)C#N (1-Cyano-4-hydroxy-7-phenoxy-isoquinoline-3-carboxylic acid methyl ester), CO (methanol), Cl.Cl.C(C)OC(C[C@H](C=1C=NC=CC1)N)=O ((R)-3-amino-3-pyridin-3-yl-propionic acid ethyl ester dihydrochloride), C[O-].[Na+] (sodium methoxide). Reported procedure: 1-Cyano-4-hydroxy-7-phenoxy-isoquinoline-3-carboxylic acid methyl ester (50 mg, 0.156 mmol) was combined in a CEM microwave tube (10 mL) with (R)-3-amino-3-pyridin-3-yl-propionic acid ethyl ester dihydrochloride (134 mg, 0.5 mmol) (commercially available from AstaTech 46345) and a solution of sodium methoxide in methanol (2 mL, 0.5M, 1 mmol) was added with stirring. The reaction was heated to 140° C. in the CEM microwave apparatus for approximately 90 minutes. The reaction was cooled, concentrat... Yield: 67.0%. Reaction conditions: temperature 140 celsius. The product is COC(C[C@H](C=1C=NC=CC1)NC(=O)C=1N=C(C2=CC(=CC=C2C1O)OC1=CC=CC=C1)C#N)=O (3-(R)-[(1-Cyano-4-hydroxy-7-phenoxy-isoquinoline-3-carbonyl)-amino]-3-pyridin-3-yl-propionic acid methyl ester). Starting materials: crude product, BrCCCOC=1C=C(C=CC1)C1=NOC2=C1SC=C2 (3-[3-(3-bromo-propoxy)-phenyl]-thieno[2,3-d]isoxazole), C([O-])([O-])=O.[K+].[K+] (potassium carbonate), ClC1=C(CN)C=CC=C1 (2-chlorobenzylamine), C(C)#N (acetonitrile). The solvent is C(Cl)Cl (DCM). The product is ClC1=C(CNCCCOC2=CC(=CC=C2)C2=NOC3=C2SC=C3)C=CC=C1 ((2-chloro-benzyl)-[3-(3-thieno[2,3-d]isoxazol-3-yl-phenoxy)-propyl]-amine). As a reaction SMILES: Br[CH2:2][CH2:3][CH2:4][O:5][C:6]1[CH:7]=[C:8]([C:12]2[C:16]3[S:17][CH:18]=[CH:19][C:15]=3[O:14][N:13]=2)[CH:9]=[CH:10][CH:11]=1.C(=O)([O-])[O-].[K+].[K+].[Cl:26][C:27]1[CH:34]=[CH:33][CH:32]=[CH:31][C:28]=1[CH2:29][NH2:30].C(#N)C>C(Cl)Cl>[Cl:26][C:27]1[CH:34]=[CH:33][CH:32]=[CH:31][C:28]=1[CH2:29][NH:30][CH2:2][CH2:3][CH2:4][O:5][C:6]1[CH:11]=[CH:10][CH:9]=[C:8]([C:12]2[C:16]3[S:17][CH:18]=[CH:19][C:15]=3[O:14][N:13]=2)[CH:7]=1 |f:1.2.3|. Reported procedure: The title compound is prepared from 3-[3-(3-bromo-propoxy)-phenyl]-thieno[2,3-d]isoxazole, potassium carbonate, 2-chlorobenzylamine and acetonitrile essentially as described above in example 48 except that the crude product is dissolve in DCM and purified by using a step gradient of 50% ethyl acetate in heptane, to 100% ethyl acetate. Purity by LC/MS (APCI)=98%, [M+H]+=399.